Dataset: the Open Reaction Database (ORD), a public repository of structured organic reaction records. Task: describe an organic reaction: reactants, conditions, products, and yield Reactants: CN(C=C(C1=C(C=CC=C1)[N+](=O)[O-])C(C1=C(C=CS1)C)=O)C (β-(dimethylamino)-α-(3-methyl-2-thenoyl)-2-nitrostyrene). Run in O1CCOCC1 (1,4-dioxane), O (water). Yields the product [N+](=O)([O-])C1=C(C=CC=C1)CC(=O)C=1SC=CC1C (2-(2-Nitrophenyl)-1-(3-methyl-2-thienyl)ethanone). Isolated yield 66.8%. Reaction SMILES: CN(C)C=[C:4]([C:14](=[O:21])[C:15]1[S:19][CH:18]=[CH:17][C:16]=1[CH3:20])[C:5]1[CH:10]=[CH:9][CH:8]=[CH:7][C:6]=1[N+:11]([O-:13])=[O:12]>O1CCOCC1.O>[N+:11]([C:6]1[CH:7]=[CH:8][CH:9]=[CH:10][C:5]=1[CH2:4][C:14]([C:15]1[S:19][CH:18]=[CH:17][C:16]=1[CH3:20])=[O:21])([O-:13])=[O:12]. Reported procedure: A solution of 62.0 g of β-(dimethylamino)-α-(3-methyl-2-thenoyl)-2-nitrostyrene in 565 ml of 1,4-dioxane and 115 ml of water was refluxed for 48 hr and concentrated. The residue was extracted with dichloromethane, and the organic phase was washed with water, dried over anhydrous sodium sulfate, filtered, and concentrated. The residue crystallized at room temperature. Recrystallization from 95% ethanol gave 34.2 g of product, mp 85°-86.5° C. Reactants: ice, ice, FC(C1=C2C=CNC2=CC=C1C#N)(F)F (4-(trifluoromethyl)-1H-indole-5-carbonitrile), C1CC(=O)N(C1=O)Br (NBS). Run in CN(C)C=O (DMF), CN(C)C=O (DMF). Reaction conditions: time 1 hour. The product is BrC1=CNC2=CC=C(C(=C12)C(F)(F)F)C#N (3-Bromo-4-(trifluoromethyl)-1H-indole-5-carbonitrile). RXN SMILES: [F:1][C:2]([F:15])([F:14])[C:3]1[C:11]([C:12]#[N:13])=[CH:10][CH:9]=[C:8]2[C:4]=1[CH:5]=[CH:6][NH:7]2.C1C(=O)N([Br:23])C(=O)C1>CN(C=O)C>[Br:23][C:5]1[C:4]2[C:8](=[CH:9][CH:10]=[C:11]([C:12]#[N:13])[C:3]=2[C:2]([F:14])([F:1])[F:15])[NH:7][CH:6]=1. Procedure: To an ice-cold solution of 4-(trifluoromethyl)-1H-indole-5-carbonitrile (0.047 g, 0.22 mmol) in DMF (2 mL), under N2, was added a solution of NBS (0.043 g, 0.24 mmol) in DMF (0.5 mL). The mixture was stirred in the ice bath for 30 min and then at rt for 1 h. The mixture was partitioned between Et2O and an aqueous solution of Na2S2O3. The organic phase was washed with water and sat'd brine, dried (Na2SO4) and concentrated in vacuo. The residue was purified by radial chromatography (5-50% EtOAc-he... Reactants: ClC=1N=NC(=CC1)OC (3-chloro-6-methoxypyridazine), Cl (HCl), C(CCC)[Li] (n-Butyllithium), CC1(NC(CCC1)(C)C)C (2,2,6,6-tetramethyl-piperidine), C(=O)(O)[O-].[Na+] (NaHCO3). Run in C1CCOC1 (THF), CN(C)C=O (DMF), C1CCOC1 (THF), C(C)O (ethanol), C1CCOC1 (THF). Conditions: temperature 0 celsius, time 30 minute. Product: ClC1=CC(=C(N=N1)OC)C=O (6-Chloro-3-methoxypyridazine-4-carbaldehyde). As a reaction SMILES: C([Li])CCC.CC1(C)CCCC(C)(C)N1.[Cl:16][C:17]1[N:18]=[N:19][C:20]([O:23][CH3:24])=[CH:21][CH:22]=1.Cl.[C:26]([O-])(O)=[O:27].[Na+]>C1COCC1.C(O)C.CN(C=O)C>[Cl:16][C:17]1[N:18]=[N:19][C:20]([O:23][CH3:24])=[C:21]([CH:26]=[O:27])[CH:22]=1 |f:4.5|. Procedure: n-Butyllithium is added dropwise at −75° C. to a solution of 2,2,6,6-tetramethyl-piperidine in THF. The solution is stirred at 0° C. for 30 minutes. After cooling to −75° C., a solution, precooled to −75° C., of 3-chloro-6-methoxypyridazine in THF is added dropwise. The reaction is stirred at −75° C. for 30 minutes. Subsequently, DMF precooled to −75° C. is added dropwise, and the mixture is stirred at −75° C. for a further 90 minutes. A mixture of conc. aqueous HCl (5 ml), ethanol (20 ml) and T... The reactants are CCCCCCCCBr, CC1(C)CCC2=C3CC=CC(OCc4ccccc4)=C3N=C2C1. The product is CCCCCCCCC1C=CC(OCc2ccccc2)=C2N=C3CC(C)(C)CCC3=C21. RXN SMILES: [Br:24][CH2:25][CH2:26][CH2:27][CH2:28][CH2:29][CH2:30][CH2:31][CH3:32].[CH3:1][C:2]1([CH3:23])[CH2:3][CH2:4][C:5]2=[C:9]3[C:8](=[C:13]([O:14][CH2:15][c:16]4[cH:17][cH:18][cH:19][cH:20][cH:21]4)[CH:12]=[CH:11][CH2:10]3)[N:7]=[C:6]2[CH2:22]1>>[CH3:1][C:2]1([CH3:23])[CH2:3][CH2:4][C:5]2=[C:9]3[C:8](=[C:13]([O:14][CH2:15][c:16]4[cH:17][cH:18][cH:19][cH:20][cH:21]4)[CH:12]=[CH:11][CH:10]3[CH2:25][CH2:26][CH2:27][CH2:28][CH2:29][CH2:30][CH2:31][CH3:32])[N:7]=[C:6]2[CH2:22]1. Yields the product NCCCC(C)(C)N1CCC(CC1)N1C(N(C2=C1C=CC=C2)CC)=O (1-(5-amino-2-methyl-2-pentyl)-4-(3-ethyl-2-oxo-1-benzimidazolinyl)piperidine). The reactants are C(C1=CC=CC=C1)OC(=O)NCCCC(C)(C)N1CCC(CC1)N1C(N(C2=C1C=CC=C2)CC)=O (1-(5-benzyloxycarbonylamino-2-methyl-2-pentyl)-4-(3-ethyl-2-oxo-1-benzimidazolinyl)piperidine), C(Cl)(Cl)Cl (chloroform). Procedure: A solution of 1-(5-benzyloxycarbonylamino-2-methyl-2-pentyl)-4-(3-ethyl-2-oxo-1-benzimidazolinyl)piperidine (93 mg, 0.19 mmol) in methanol (8 mL) containing chloroform (0.04 mL, 0.05 mmol) and 10% palladium/carbon (45 mg) was hydrogenated at atmospheric pressure for two days. The catalyst was removed by filtration, the solvent evaporated and the residue redissolved in chloroform. This solution was washed with aq. Na2CO3, dried (Na2SO4) and evaporated to give 1-(5-amino-2-methyl-2-pentyl)-4-(3-et... Reagents/catalysts: [Pd] (palladium/carbon). Run in CO (methanol). Conditions: time 2 day. RXN SMILES: C(OC([NH:11][CH2:12][CH2:13][CH2:14][C:15]([N:18]1[CH2:23][CH2:22][CH:21]([N:24]2[C:28]3[CH:29]=[CH:30][CH:31]=[CH:32][C:27]=3[N:26]([CH2:33][CH3:34])[C:25]2=[O:35])[CH2:20][CH2:19]1)([CH3:17])[CH3:16])=O)C1C=CC=CC=1.C(Cl)(Cl)Cl>CO.[Pd]>[NH2:11][CH2:12][CH2:13][CH2:14][C:15]([N:18]1[CH2:23][CH2:22][CH:21]([N:24]2[C:28]3[CH:29]=[CH:30][CH:31]=[CH:32][C:27]=3[N:26]([CH2:33][CH3:34])[C:25]2=[O:35])[CH2:20][CH2:19]1)([CH3:17])[CH3:16]. Starting materials: CC(NC(=O)OC(C)(C)C)c1ccc(C(O)C2CCN(C(=O)OCc3ccccc3)CC2)cc1, CO, [OH-], [OH-], [Pd+2]. Yields the product CC(NC(=O)OC(C)(C)C)c1ccc(C(O)C2CCNCC2)cc1. Reaction SMILES: [CH2:1]([O:2][C:3](=[O:4])[N:11]1[CH2:12][CH2:13][CH:14]([CH:17]([OH:18])[c:19]2[cH:20][cH:21][c:22]([CH:25]([CH3:26])[NH:27][C:28](=[O:29])[O:30][C:31]([CH3:32])([CH3:33])[CH3:34])[cH:23][cH:24]2)[CH2:15][CH2:16]1)[c:5]1[cH:6][cH:7][cH:8][cH:9][cH:10]1.[CH3:35][OH:36].[OH-:37].[OH-:39].[Pd+2:38]>>[NH:11]1[CH2:12][CH2:13][CH:14]([CH:17]([OH:18])[c:19]2[cH:20][cH:21][c:22]([CH:25]([CH3:26])[NH:27][C:28](=[O:29])[O:30][C:31]([CH3:32])([CH3:33])[CH3:34])[cH:23][cH:24]2)[CH2:15][CH2:16]1.